Dataset: the Open Reaction Database (ORD), a public repository of structured organic reaction records. Task: describe an organic reaction: reactants, conditions, products, and yield Reactants: ClCl (chlorine), ClC(Cl)(Cl)SSC(OCC(F)([N+](=O)[O-])[N+](=O)[O-])(OCC(F)([N+](=O)[O-])[N+](=O)[O-])OCC([N+](=O)[O-])([N+](=O)[O-])F (tris(2-fluoro-2,2-dinitroethoxy)methyl trichloromethyl disulfide). The solvent is ClCCCl (1,2-dichloroethane). Conditions: time 8 hour. Yields the product FC(COC(OCC([N+](=O)[O-])([N+](=O)[O-])F)(OCC([N+](=O)[O-])([N+](=O)[O-])F)Cl)([N+](=O)[O-])[N+](=O)[O-] (tris(2-fluoro-2,2-dinitroethyl)chloroorthoformate). RXN SMILES: [Cl:1]Cl.ClC(SS[C:9]([O:30][CH2:31][C:32]([F:39])([N+:36]([O-:38])=[O:37])[N+:33]([O-:35])=[O:34])([O:20][CH2:21][C:22]([N+:27]([O-:29])=[O:28])([N+:24]([O-:26])=[O:25])[F:23])[O:10][CH2:11][C:12]([N+:17]([O-:19])=[O:18])([N+:14]([O-:16])=[O:15])[F:13])(Cl)Cl>ClCCCl>[F:13][C:12]([N+:17]([O-:19])=[O:18])([N+:14]([O-:16])=[O:15])[CH2:11][O:10][C:9]([Cl:1])([O:30][CH2:31][C:32]([F:39])([N+:36]([O-:38])=[O:37])[N+:33]([O-:35])=[O:34])[O:20][CH2:21][C:22]([F:23])([N+:27]([O-:29])=[O:28])[N+:24]([O-:26])=[O:25]. Reported procedure: Dry chlorine gas was passed for 2 hrs into a solution of 81.0 g (0.124 mole) of tris(2-fluoro-2,2-dinitroethoxy)methyl trichloromethyl disulfide in 300 ml of dry 1,2-dichloroethane at 60°-65° C. The solution was allowed to stand at ambient temperature overnight before the volatiles were removed with a stream of nitrogen and heating at 60°-65° C. The cooled residue was stirred with 300 ml of dry hexanes to give tris(2-fluoro-2,2-dinitroethyl)chloroorthoformate as an insoluble white solid. The hex... Starting materials: Cl (hydrochloric acid), O1C(OCC1)C1=CC=C(C=C1)NC(=O)C=1C=C(C=CC1)CNC(=O)CCN1CCC(CC1)OC(NC1=C(C=CC=C1)C1=CC=CC=C1)=O (biphenyl-2-ylcarbamic acid 1-(2-{[3-(4-(1,3-dioxolan-2-yl)phenylcarbamoyl)phenyl]methylcarbamoyl}ethyl)piperidin-4-yl ester), C([O-])(O)=O.[Na+] (sodium bicarbonate). Solvent: C(C)#N (acetonitrile). Conditions: time 3 hour. Yields the product C(=O)C1=CC=C(C=C1)NC(=O)C=1C=C(C=CC1)CNC(=O)CCN1CCC(CC1)OC(NC1=C(C=CC=C1)C1=CC=CC=C1)=O (Biphenyl-2-ylcarbamic Acid 1-(2-{[3-(4-Formylphenylcarbamoyl)-phenyl]methylcarbamoyl}ethyl)piperidin-4-yl Ester). RXN SMILES: [O:1]1CCO[CH:2]1[C:6]1[CH:11]=[CH:10][C:9]([NH:12][C:13]([C:15]2[CH:16]=[C:17]([CH2:21][NH:22][C:23]([CH2:25][CH2:26][N:27]3[CH2:32][CH2:31][CH:30]([O:33][C:34](=[O:48])[NH:35][C:36]4[CH:41]=[CH:40][CH:39]=[CH:38][C:37]=4[C:42]4[CH:47]=[CH:46][CH:45]=[CH:44][CH:43]=4)[CH2:29][CH2:28]3)=[O:24])[CH:18]=[CH:19][CH:20]=2)=[O:14])=[CH:8][CH:7]=1.Cl.C(=O)(O)[O-].[Na+]>C(#N)C>[CH:2]([C:6]1[CH:11]=[CH:10][C:9]([NH:12][C:13]([C:15]2[CH:16]=[C:17]([CH2:21][NH:22][C:23]([CH2:25][CH2:26][N:27]3[CH2:28][CH2:29][CH:30]([O:33][C:34](=[O:48])[NH:35][C:36]4[CH:41]=[CH:40][CH:39]=[CH:38][C:37]=4[C:42]4[CH:47]=[CH:46][CH:45]=[CH:44][CH:43]=4)[CH2:31][CH2:32]3)=[O:24])[CH:18]=[CH:19][CH:20]=2)=[O:14])=[CH:8][CH:7]=1)=[O:1] |f:2.3|. Procedure: To a stirred solution of biphenyl-2-ylcarbamic acid 1-(2-{[3-(4-(1,3-dioxolan-2-yl)phenylcarbamoyl)phenyl]methylcarbamoyl}ethyl)piperidin-4-yl ester (345 mg containing some solvent residue, ca. 0.500 mmol) in acetonitrile (2.00 mL) at room temperature was added aqueous hydrochloric acid (1 N, 2.00 mL). The reaction mixture was stirred at room temperature for 3 h. LC-MS (Method 10-90) showed product was present (Rt 3.45 min; m/z 605.0 [M+H]+. Saturated aqueous sodium bicarbonate solution was adde... The reactants are [BH4-], CCOC(=O)C(C)(C)Cc1cccc(C(=O)c2cccc(CC(C)(C)C(=O)OCC)c2)c1, CO, ClCCl, [Na+], O. The product is CCOC(=O)C(C)(C)Cc1cccc(C(O)c2cccc(CC(C)(C)C(=O)OCC)c2)c1. As a reaction SMILES: [BH4-:33].[CH2:1]([CH3:2])[O:3][C:4]([C:5]([CH2:6][c:7]1[cH:8][c:9]([C:13]([c:14]2[cH:15][c:16]([CH2:20][C:21]([CH3:22])([CH3:23])[C:24](=[O:25])[O:26][CH2:27][CH3:28])[cH:17][cH:18][cH:19]2)=[O:29])[cH:10][cH:11][cH:12]1)([CH3:30])[CH3:31])=[O:32].[CH3:39][OH:40].[Cl:36][CH2:37][Cl:38].[Na+:34].[OH2:35]>>[CH2:1]([CH3:2])[O:3][C:4]([C:5]([CH2:6][c:7]1[cH:8][c:9]([CH:13]([c:14]2[cH:15][c:16]([CH2:20][C:21]([CH3:22])([CH3:23])[C:24](=[O:25])[O:26][CH2:27][CH3:28])[cH:17][cH:18][cH:19]2)[OH:29])[cH:10][cH:11][cH:12]1)([CH3:30])[CH3:31])=[O:32]. Starting materials: O=C([O-])[O-], CI, CC(C)=O, [K+], [K+], COc1ccc2c(c1)OCC(=O)N2. The product is COc1ccc2c(c1)OCC(=O)N2C. As a reaction SMILES: [C:16](=[O:17])([O-:18])[O-:19].[CH3:14][I:15].[CH3:22][C:23](=[O:24])[CH3:25].[K+:20].[K+:21].[O:1]=[C:2]1[CH2:3][O:4][c:5]2[c:6]([cH:8][cH:9][c:10]([O:12][CH3:13])[cH:11]2)[NH:7]1>>[O:1]=[C:2]1[CH2:3][O:4][c:5]2[c:6]([cH:8][cH:9][c:10]([O:12][CH3:13])[cH:11]2)[N:7]1[CH3:16]. Reactants: CC(=O)O, CCOC1=C(OCc2ccccc2)CC2CCN(Cc3cc(OC)c(OC)c(OC)c3)CC2=C1, CCO. The product is CCOC1=C(O)CC2CCN(Cc3cc(OC)c(OC)c(OC)c3)CC2=C1. RXN SMILES: [C:1]([OH:2])(=[O:3])[CH3:4].[CH2:5]([CH3:6])[O:7][C:8]1=[C:9]([O:31][CH2:32][c:33]2[cH:34][cH:35][cH:36][cH:37][cH:38]2)[CH2:10][CH:11]2[CH2:12][CH2:13][N:14]([CH2:18][c:19]3[cH:20][c:21]([O:29][CH3:30])[c:22]([O:27][CH3:28])[c:23]([O:25][CH3:26])[cH:24]3)[CH2:15][C:16]2=[CH:17]1.[CH3:39][CH2:40][OH:41]>>[CH2:5]([CH3:6])[O:7][C:8]1=[C:9]([OH:31])[CH2:10][CH:11]2[CH2:12][CH2:13][N:14]([CH2:18][c:19]3[cH:20][c:21]([O:29][CH3:30])[c:22]([O:27][CH3:28])[c:23]([O:25][CH3:26])[cH:24]3)[CH2:15][C:16]2=[CH:17]1. The reactants are C23H24N2O4S, C(C)S(=O)(=O)C=1C=C(C=CC1)C1=C2C3=C(NC2=C(C=C1)O)N=CC(=C3)C (5-(3-(ethylsulfonyl)phenyl)-3-methyl-9H-pyrido[2,3-b]indol-8-ol), C(C1=CC=CC=C1)OCCCO (3-(benzyloxy)propan-1-ol), Compound 210. Reagents/catalysts: [Pd].[H][H] (Pd/C H2). The product is C(C)S(=O)(=O)C=1C=C(C=CC1)C1=C2C3=C(NC2=C(C=C1)OCCCO)N=CC(=C3)C (3-(5-(3-(ethylsulfonyl)phenyl)-3-methyl-9H-pyrido[2,3-b]indol-8-yloxy)propan-1-ol). Reaction SMILES: [CH2:1]([S:3]([C:6]1[CH:7]=[C:8]([C:12]2[CH:20]=[CH:19][C:18]([OH:21])=[C:17]3[C:13]=2[C:14]2[CH:25]=[C:24]([CH3:26])[CH:23]=[N:22][C:15]=2[NH:16]3)[CH:9]=[CH:10][CH:11]=1)(=[O:5])=[O:4])[CH3:2].[CH2:27]([O:34]CCCO)[C:28]1C=CC=C[CH:29]=1>[Pd].[H][H]>[CH2:1]([S:3]([C:6]1[CH:7]=[C:8]([C:12]2[CH:20]=[CH:19][C:18]([O:21][CH2:29][CH2:28][CH2:27][OH:34])=[C:17]3[C:13]=2[C:14]2[CH:25]=[C:24]([CH3:26])[CH:23]=[N:22][C:15]=2[NH:16]3)[CH:9]=[CH:10][CH:11]=1)(=[O:5])=[O:4])[CH3:2] |f:2.3|. Reported procedure: The title compound was synthesized from Compound 157 and 3-(benzyloxy)propan-1-ol using an analogous procedure to that outlined in the preparation of Compound 210 followed by debenzylation using Pd/C—H2 .1H NMR (400 MHz, DMSO-d6) δ ppm 1.18 (t, J=7.33 Hz, 3 H) 2.01 (t, J=6.19 Hz, 2 H) 2.27 (s, 3 H) 3.41 (q, J=7.33 Hz, 2 H) 3.72 (q, J=5.98 Hz, 2 H) 4.30 (t, J=6.19 Hz, 2 H) 4.57 (t, J=5.18 Hz, 1 H) 7.06-7.17 (m, 2 H) 7.55 (s, 1 H) 7.85 (t, J=7.71 Hz, 1 H) 8.00 (br. s., 1 H) 7.98 (d, J=5.05 Hz, 2 H... The reactants are C1COCCO1, CN(C)C1CCN(Cc2cc3nc(Cl)nc(N4CCOCC4)c3s2)CC1, Cl, c1ccc2[nH]cnc2c1. The product is CN(C)C1CCN(Cc2cc3nc(-n4cnc5ccccc54)nc(N4CCOCC4)c3s2)CC1. As a reaction SMILES: [CH2:37]1[O:38][CH2:39][CH2:40][O:41][CH2:42]1.[Cl:1][c:2]1[n:3][c:4]([N:21]2[CH2:22][CH2:23][O:24][CH2:25][CH2:26]2)[c:5]2[c:6]([n:7]1)[cH:8][c:9]([CH2:11][N:12]1[CH2:13][CH2:14][CH:15]([N:18]([CH3:19])[CH3:20])[CH2:16][CH2:17]1)[s:10]2.[ClH:36].[n:27]1[cH:28][nH:29][c:30]2[c:31]1[cH:32][cH:33][cH:34][cH:35]2>>[c:2]1(-[n:27]2[cH:28][n:29][c:30]3[c:31]2[cH:32][cH:33][cH:34][cH:35]3)[n:3][c:4]([N:21]2[CH2:22][CH2:23][O:24][CH2:25][CH2:26]2)[c:5]2[c:6]([n:7]1)[cH:8][c:9]([CH2:11][N:12]1[CH2:13][CH2:14][CH:15]([N:18]([CH3:19])[CH3:20])[CH2:16][CH2:17]1)[s:10]2. Reactants: Cc1c(Cl)cccc1CBr, O=C([O-])[O-], CN(C)C=O, [K+], [K+], COC(=O)c1cc(N2CCOCC2)cc2nc(C(F)(F)F)[nH]c12. Yields the product COC(=O)c1cc(N2CCOCC2)cc2c1nc(C(F)(F)F)n2Cc1cccc(Cl)c1C. As a reaction SMILES: [Br:30][CH2:31][c:32]1[c:33]([CH3:39])[c:34]([Cl:38])[cH:35][cH:36][cH:37]1.[C:24](=[O:25])([O-:26])[O-:27].[CH3:40][N:41]([CH3:42])[CH:43]=[O:44].[K+:28].[K+:29].[O:1]1[CH2:2][CH2:3][N:4]([c:7]2[cH:8][c:9]3[c:10]([nH:11][c:12]([C:14]([F:15])([F:16])[F:17])[n:13]3)[c:18]([C:20](=[O:21])[O:22][CH3:23])[cH:19]2)[CH2:5][CH2:6]1>>[O:1]1[CH2:2][CH2:3][N:4]([c:7]2[cH:8][c:9]3[c:10]([n:11][c:12]([C:14]([F:15])([F:16])[F:17])[n:13]3[CH2:31][c:32]3[c:33]([CH3:39])[c:34]([Cl:38])[cH:35][cH:36][cH:37]3)[c:18]([C:20](=[O:21])[O:22][CH3:23])[cH:19]2)[CH2:5][CH2:6]1. Reactants: CO, O=C(O)c1[nH]c(=O)n2c1CN=C(c1ccccc1F)c1cc(Cl)ccc1-2, [K+], [OH-], O. Yields the product O=c1[nH]cc2n1-c1ccc(Cl)cc1C(c1ccccc1F)=NC2. Reaction SMILES: [CH3:27][OH:28].[Cl:1][c:2]1[cH:3][cH:4][c:5]2[c:6]([cH:26]1)[C:7]([c:19]1[c:20]([F:25])[cH:21][cH:22][cH:23][cH:24]1)=[N:8][CH2:9][c:10]1[n:11]-2[c:12](=[O:18])[nH:13][c:14]1[C:15]([OH:16])=[O:17].[K+:30].[OH-:29].[OH2:31]>>[Cl:1][c:2]1[cH:3][cH:4][c:5]2[c:6]([cH:26]1)[C:7]([c:19]1[c:20]([F:25])[cH:21][cH:22][cH:23][cH:24]1)=[N:8][CH2:9][c:10]1[n:11]-2[c:12](=[O:18])[nH:13][cH:14]1. Reactants: C1(=CC=CC=C1)C (toluene), [B] (boron), O1OOCCC1 (trioxane). The product is C=CC1=CC=CC=C1 (styrene), C(C)C1=CC=CC=C1 (ethylbenzene). Reaction SMILES: [B].O1[CH2:7][CH2:6][CH2:5]OO1.[C:8]1([CH3:14])[CH:13]=[CH:12][CH:11]=[CH:10][CH:9]=1>>[CH2:5]=[CH:6][C:7]1[CH:12]=[CH:13][CH:8]=[CH:9][CH:10]=1.[CH2:14]([C:8]1[CH:13]=[CH:12][CH:11]=[CH:10][CH:9]=1)[CH3:5]. Reported procedure: The results indicate the boron-containing catalyst was successfully used for reacting trioxane and toluene to form styrene and ethylbenzene. The trioxane utilized was s-trioxane, m.p. 58°-60° C., mol. wt. 90.08.